This data is from the Open Reaction Database (ORD), a public repository of structured organic reaction records. The task is: describe an organic reaction: reactants, conditions, products, and yield The reactants are C(C)(C)(C)OC(=O)N1CCC2=C(N(N=C2CC1)C(C)C)OS(=O)(=O)C(F)(F)F (2-isopropyl-3-trifluoromethanesulfonyloxy-4,5,7,8-tetrahydro-2H-1,2,6-triaza-azulene-6-carboxylic acid tert-butyl ester), CC=1C=C(C=CC1)B(O)O (3-methylphenylboronic acid). Product: C(C)(C)N1N=C2CCNCCC2=C1C=1C=C(C=CC1)C (2-Isopropyl-3-m-tolyl-2,4,5,6,7,8-hexahydro-1,2,6-triaza-azulene). Yield: 17.4%. RXN SMILES: C(OC([N:8]1[CH2:17][CH2:16][C:15]2[C:11](=[C:12](OS(C(F)(F)F)(=O)=O)[N:13]([CH:18]([CH3:20])[CH3:19])[N:14]=2)[CH2:10][CH2:9]1)=O)(C)(C)C.[CH3:29][C:30]1[CH:31]=[C:32](B(O)O)[CH:33]=[CH:34][CH:35]=1>>[CH:18]([N:13]1[C:12]([C:34]2[CH:35]=[C:30]([CH3:29])[CH:31]=[CH:32][CH:33]=2)=[C:11]2[C:15]([CH2:16][CH2:17][NH:8][CH2:9][CH2:10]2)=[N:14]1)([CH3:19])[CH3:20]. Reported procedure: The title compound (24 mg) was prepared according to Example 189 using 219 mg of 2-isopropyl-3-trifluoromethanesulfonyloxy-4,5,7,8-tetrahydro-2H-1,2,6-triaza-azulene-6-carboxylic acid tert-butyl ester (Example 189, Step A) and 209 mg of 3-methylphenylboronic acid. MS (ESI): exact mass calculated for C17H23N3, 269.19. found, m/z 270.5 [M+H]+. 1H NMR (500 MHz, CD3OD): 7.44-7.41 (m, 1H), 7.34-7.33 (m, 1H), 7.13-7.10 (m, 2H), 4.37 (m, 1H), 3.42-3.40 (m, 2H), 3.19-3.17 (m, 2H), 2.78-2.76 (m, 2H), 2.4... The reactants are COc1cccc(C[Mg+])c1, COc1cccc(CCl)c1, [Cl-], C1CCOC1, c1ccc(-c2nc(C34CCCCC3O4)oc2-c2ccccc2)cc1. Product: COc1cccc(CC2CCCCC2(O)c2nc(-c3ccccc3)c(-c3ccccc3)o2)c1. Reaction SMILES: [CH3:26][O:27][c:28]1[cH:29][c:30]([CH2:31][Mg+:32])[cH:33][cH:34][cH:35]1.[CH3:36][O:37][c:38]1[cH:39][c:40]([CH2:44][Cl:45])[cH:41][cH:42][cH:43]1.[Cl-:25].[O:46]1[CH2:47][CH2:48][CH2:49][CH2:50]1.[c:1]1(-[c:7]2[n:8][c:9]([C:18]34[CH:19]([CH2:20][CH2:21][CH2:22][CH2:23]3)[O:24]4)[o:10][c:11]2-[c:12]2[cH:13][cH:14][cH:15][cH:16][cH:17]2)[cH:2][cH:3][cH:4][cH:5][cH:6]1>>[c:1]1(-[c:7]2[n:8][c:9]([C:18]3([OH:24])[CH:19]([CH2:31][c:30]4[cH:29][c:28]([O:27][CH3:26])[cH:35][cH:34][cH:33]4)[CH2:20][CH2:21][CH2:22][CH2:23]3)[o:10][c:11]2-[c:12]2[cH:13][cH:14][cH:15][cH:16][cH:17]2)[cH:2][cH:3][cH:4][cH:5][cH:6]1. Starting materials: ClC1=C(C=C(CNC(C2=C(C=CC(=C2)C=C)F)=O)C=C1)OC (N-(4-chloro-3-methoxybenzyl)-2-fluoro-5-vinylbenzamide), CN(C=O)C (dimethylformamide). Reagents/catalysts: [Cu]Cl (copper(I) chloride), [Pd](Cl)Cl (palladium(II) chloride). Solvent: O (water). Product: C(C)(=O)C=1C=CC(=C(C(=O)NCC2=CC(=C(C=C2)Cl)OC)C1)F (5-acetyl-2-fluoro-N-(4-chloro-3-methoxybenzyl)benzamide). As a reaction SMILES: [Cl:1][C:2]1[CH:20]=[CH:19][C:5]([CH2:6][NH:7][C:8](=[O:18])[C:9]2[CH:14]=[C:13]([CH:15]=[CH2:16])[CH:12]=[CH:11][C:10]=2[F:17])=[CH:4][C:3]=1[O:21][CH3:22].CN(C)C=[O:26]>O.[Cu]Cl.[Pd](Cl)Cl>[C:15]([C:13]1[CH:12]=[CH:11][C:10]([F:17])=[C:9]([CH:14]=1)[C:8]([NH:7][CH2:6][C:5]1[CH:19]=[CH:20][C:2]([Cl:1])=[C:3]([O:21][CH3:22])[CH:4]=1)=[O:18])(=[O:26])[CH3:16]. Procedure details: A mixture of copper(I) chloride (464 mg) and palladium(II) chloride (83.2 mg) in a mixture of dimethylformamide (42 mL) and water (6 mL) was stirred for an hour under oxygen atmosphere (1 atm) at ambient temperature. To the mixture was added N-(4-chloro-3-methoxybenzyl)-2-fluoro-5-vinylbenzamide (1.50 g). After stirring for 6 hours at 60° C., the mixture was partitioned between ethyl acetate and 1N-hydrochoric, acid. The separated organic layer was washed with water, an aqueous saturated sodium ... Starting materials: C(C)(C)(C)OC(=O)N[C@H](C(=O)O)CCCCCC(CC)=O ((2S)-2-[(tert-butoxycarbonyl)amino]-8-oxodecanoic acid), CC(C)(C)OC(=O)OC(=O)OC(C)(C)C (Boc2O), C([O-])(O)=O.[NH4+] (ammonium bicarbonate). The solvent is O1CCOCC1 (dioxane). Run at time 72 hour. Yields the product NC(=O)[C@H](CCCCCC(CC)=O)NC(OC(C)(C)C)=O (tert-Butyl [(1S)-1-(aminocarbonyl)-7-oxononyl]carbamate). As a reaction SMILES: [C:1]([O:5][C:6]([NH:8][C@@H:9]([CH2:13][CH2:14][CH2:15][CH2:16][CH2:17][C:18](=[O:21])[CH2:19][CH3:20])[C:10](O)=[O:11])=[O:7])([CH3:4])([CH3:3])[CH3:2].CC(OC(OC(OC(C)(C)C)=O)=O)(C)C.C(=O)(O)[O-].[NH4+:41]>O1CCOCC1>[NH2:41][C:10]([C@@H:9]([NH:8][C:6](=[O:7])[O:5][C:1]([CH3:4])([CH3:3])[CH3:2])[CH2:13][CH2:14][CH2:15][CH2:16][CH2:17][C:18](=[O:21])[CH2:19][CH3:20])=[O:11] |f:2.3|. Procedure: To a solution of (2S)-2-[(tert-butoxycarbonyl)amino]-8-oxodecanoic acid in dioxane were added Py (1 eq.), Boc2O (1.3 eq) and ammonium bicarbonate (1.26 eq.). The reaction mixture was stirred at RT for 72 hours and then the solvent was evaporated under reduced pressure. The resulting crude was diluted with EtOAc and washed with H2O, 1 N HCl and brine. The organic phase was dried (Na2SO4) and concentrated under reduced pressure to yield a white powder which was as such in the next step. MS (ES) C1... The reactants are C=CC#N, CC[O-], [Na+], C1COCCO1, CCOC(=O)C(c1ccccc1)c1ccccc1. The product is CCOC(=O)C(CCC#N)(c1ccccc1)c1ccccc1. RXN SMILES: [CH2:23]=[CH:24][C:25]#[N:26].[CH3:20][CH2:21][O-:22].[Na+:19].[O:27]1[CH2:28][CH2:29][O:30][CH2:31][CH2:32]1.[c:1]1([CH:7]([C:8](=[O:9])[O:10][CH2:11][CH3:12])[c:13]2[cH:14][cH:15][cH:16][cH:17][cH:18]2)[cH:2][cH:3][cH:4][cH:5][cH:6]1>>[c:1]1([C:7]([C:8](=[O:9])[O:10][CH2:11][CH3:12])([c:13]2[cH:14][cH:15][cH:16][cH:17][cH:18]2)[CH2:23][CH2:24][C:25]#[N:26])[cH:2][cH:3][cH:4][cH:5][cH:6]1. Reactants: (2S)-2-(2'-tetrahydropyranyloxy)-1-(p-toluenesulfonyloxy)-propane, [H-].[Na+] (sodium hydride), OC1=CC=C(C=C1)C1=CC=C(C=C1)OCCCCCCCC (4-hydroxy-4'-octyloxy-biphenyl), O1CCCC1 (tetrahydrofuran), C1(=CC=CC=C1)C (toluene). Run in CN(C=O)C (N,N-dimethylformamide), O (water). Conditions: temperature 60 celsius, time 4 hour. Yields the product C(CCCCCCC)OC1=CC=C(C=C1)C1=CC=C(C=C1)OC[C@H](C)O ((S)-1-(4'-octyloxy-4-biphenylyloxy)-propan-2-ol). Reaction SMILES: [H-].[Na+].[OH:3][C:4]1[CH:9]=[CH:8][C:7]([C:10]2[CH:15]=[CH:14][C:13]([O:16][CH2:17][CH2:18][CH2:19][CH2:20][CH2:21][CH2:22][CH2:23][CH3:24])=[CH:12][CH:11]=2)=[CH:6][CH:5]=1.[O:25]1[CH2:29][CH2:28]CC1.[C:30]1(C)C=CC=CC=1>CN(C)C=O.O>[CH2:17]([O:16][C:13]1[CH:14]=[CH:15][C:10]([C:7]2[CH:6]=[CH:5][C:4]([O:3][CH2:30][C@@H:29]([OH:25])[CH3:28])=[CH:9][CH:8]=2)=[CH:11][CH:12]=1)[CH2:18][CH2:19][CH2:20][CH2:21][CH2:22][CH2:23][CH3:24] |f:0.1|. Procedure details: A solution of (2S)-2-(2'-tetrahydropyranyloxy)-1-(p-toluenesulfonyloxy)-propane (20 g) in N,N-dimethylformamide (hereinafter abbreviated to DMF) (300 ml) was added to a mixture of sodium hydride (60%) (2 g), 4-hydroxy-4'-octyloxy-biphenyl(10 g) and tetrahydrofuran (hereinafter abbreviated to THF) (200 ml), followed by agitating the resulting mixture at 60° C. for 4 hours, allowing it to cool down to room temperature, adding toluene (300 ml) and water (300 ml), separating the resulting organic la... Starting materials: COC=1C=C2C(=CC=NC2=CC1OC)OC1=CC=C(C=C1)N (6,7-Dimethoxy-4-(4-aminophenoxy)quinoline), C1(=CC=CC=C1)N=C=O (phenyl isocyanate). Solvent: C1(=CC=CC=C1)C (toluene). The product is COC=1C=C2C(=CC=NC2=CC1OC)OC1=CC=C(C=C1)NC(=O)NC1=CC=CC=C1 (N-{4-[(6,7-Dimethoxy-4-quinolyl)oxy]phenyl}-N'-phenylurea). The yield is 41.0%. Reaction SMILES: [CH3:1][O:2][C:3]1[CH:4]=[C:5]2[C:10](=[CH:11][C:12]=1[O:13][CH3:14])[N:9]=[CH:8][CH:7]=[C:6]2[O:15][C:16]1[CH:21]=[CH:20][C:19]([NH2:22])=[CH:18][CH:17]=1.[C:23]1([N:29]=[C:30]=[O:31])[CH:28]=[CH:27][CH:26]=[CH:25][CH:24]=1>C1(C)C=CC=CC=1>[CH3:1][O:2][C:3]1[CH:4]=[C:5]2[C:10](=[CH:11][C:12]=1[O:13][CH3:14])[N:9]=[CH:8][CH:7]=[C:6]2[O:15][C:16]1[CH:17]=[CH:18][C:19]([NH:22][C:30]([NH:29][C:23]2[CH:28]=[CH:27][CH:26]=[CH:25][CH:24]=2)=[O:31])=[CH:20][CH:21]=1. Procedure: 6,7-Dimethoxy-4-(4-aminophenoxy)quinoline (51 mg) was dissolved in toluene (5 ml) with heat, phenyl isocyanate (0.2 ml) was added, and the admixture was refluxed with heat for 50 minutes. The resulting residue was purified by column chromatography on silica gel eluting with chloroform/acetone (10/1) to obtain 21 mg of the title compound (yield: 41%). The reactants are CCOC(=O)C(=O)c1csc(NC=O)n1, O=C1CCC(=O)N1Cl, CN(C)C=O, O. The product is CCOC(=O)C(=O)c1nc(NC=O)sc1Cl. RXN SMILES: [CH:1](=[O:2])[NH:3][c:4]1[s:5][cH:6][c:7]([C:9]([C:10](=[O:11])[O:12][CH2:13][CH3:14])=[O:15])[n:8]1.[Cl:16][N:17]1[C:18](=[O:19])[CH2:20][CH2:21][C:22]1=[O:23].[O:25]=[CH:26][N:27]([CH3:28])[CH3:29].[OH2:24]>>[CH:1](=[O:2])[NH:3][c:4]1[s:5][c:6]([Cl:16])[c:7]([C:9]([C:10](=[O:11])[O:12][CH2:13][CH3:14])=[O:15])[n:8]1.